Dataset: the Open Reaction Database (ORD), a public repository of structured organic reaction records. Task: describe an organic reaction: reactants, conditions, products, and yield The reactants are ClC=1C=C(C=C(C1)OC(F)(F)F)C1=CC(=NN1C=1C=NC=CC1)C(=O)N1CSCC1 ({5-[3-Chloro-5-(trifluoromethoxy)phenyl]-1-(pyridin-3-yl)-1H-pyrazol-3-yl}(1,3-thiazolidin-3-yl)methanone), ClC=1C=C(C=C(C1)F)C1=CC(=NN1C=1C=NC=CC1)C(=O)N1CS(CC1)=O ([5-(3-Chloro-5-fluorophenyl)-1-(pyridin-3-yl)-1H-pyrazol-3-yl](1-oxido-1,3-thiazolidin-3-yl)methanone), ClC1=CC(=CC=C1)C(=O)OO (meta-chloroperbenzoic acid). Product: ClC=1C=C(C=C(C1)OC(F)(F)F)C1=CC(=NN1C=1C=NC=CC1)C(=O)N1CS(CC1)=O ({5-[3-Chloro-5-(trifluoromethoxy)phenyl]-1-(pyridin-3-yl)-1H-pyrazol-3-yl}(1-oxido-1,3-thiazolidin-3-yl)methanone). As a reaction SMILES: [Cl:1][C:2]1[CH:3]=[C:4]([C:13]2[N:17]([C:18]3[CH:19]=[N:20][CH:21]=[CH:22][CH:23]=3)[N:16]=[C:15]([C:24]([N:26]3[CH2:30][CH2:29][S:28][CH2:27]3)=[O:25])[CH:14]=2)[CH:5]=[C:6]([O:8][C:9]([F:12])([F:11])[F:10])[CH:7]=1.ClC1C=C(C2N(C3C=NC=CC=3)N=C(C(N3CCS(=O)C3)=[O:51])C=2)C=C(F)C=1.ClC1C=CC=C(C(OO)=O)C=1>>[Cl:1][C:2]1[CH:3]=[C:4]([C:13]2[N:17]([C:18]3[CH:19]=[N:20][CH:21]=[CH:22][CH:23]=3)[N:16]=[C:15]([C:24]([N:26]3[CH2:30][CH2:29][S:28](=[O:51])[CH2:27]3)=[O:25])[CH:14]=2)[CH:5]=[C:6]([O:8][C:9]([F:10])([F:11])[F:12])[CH:7]=1. Reported procedure: 38 mg (0.08 mmol) of the compound of Example 77 is reacted analogously to the synthesis of the compound of Example 6 with 21 mg (0.08 mmol, 70%) of meta-chloroperbenzoic acid for 4 hours at room temperature. 39 mg (99% of theory) of the title compound is obtained. Yields the product C1(CCCCC1)C(=O)OCC=C(CCC=C(CCC=C(CCC=C(CCC=C(CCC=C(CCC=C(CCC=C(CCC=C(CCCCCCCCCCCCCCCCCCCCCCCCC)C)C)C)C)C)C)C)C)C (3,7,11,15,19,23,27,31,35-Nonamethyl-2,6,10,14,18,22,26,30,34-hexacontanonaenyl cyclohexyl carboxylate). Starting materials: solution, C1(CCCCC1)C(=O)Cl (cyclohexylcarboxylic acid chloride), CC(=CCC/C(=C/CC/C(=C/CC/C(=C/CC/C(=C/CC/C(=C/CC/C(=C/CC/C(=C/CC/C(=C/CO)/C)/C)/C)/C)/C)/C)/C)/C)C (solanesol). Solvent: N1=CC=CC=C1 (pyridine), N1=CC=CC=C1 (pyridine), CCCCCC (n-hexane). Conditions: time 2 hour. Procedure: 10 Grams of solanesol were dissolved in 50 ml of pyridine and the solution was added dropwise with of 15% solution of 4.6 g of cyclohexylcarboxylic acid chloride in pyridine over 30 minutes. After completion of the addition, the mixture was stirred at room temperature for two hours to complete the reaction. Then, the reaction product was diluted with n-hexane, washed with water and concentrated. The concentrate was purified by chromatography with 80 g of silica gel in n-hexane/benzene solvent mi... RXN SMILES: [CH3:1][C:2]([CH3:46])=[CH:3][CH2:4][CH2:5]/[C:6](/[CH3:45])=[CH:7]/[CH2:8][CH2:9]/[C:10](/[CH3:44])=[CH:11]/[CH2:12][CH2:13]/[C:14](/[CH3:43])=[CH:15]/[CH2:16][CH2:17]/[C:18](/[CH3:42])=[CH:19]/[CH2:20][CH2:21]/[C:22](/[CH3:41])=[CH:23]/[CH2:24][CH2:25]/[C:26](/[CH3:40])=[CH:27]/[CH2:28][CH2:29]/[C:30](/[CH3:39])=[CH:31]/[CH2:32][CH2:33]/[C:34](/[CH3:38])=[CH:35]/[CH2:36][OH:37].[CH:47]1([C:53](Cl)=[O:54])[CH2:52][CH2:51][CH2:50][CH2:49][CH2:48]1>N1C=CC=CC=1.CCCCCC>[CH:47]1([C:53]([O:37][CH2:36][CH:35]=[C:34]([CH3:38])[CH2:33][CH2:32][CH:31]=[C:30]([CH3:39])[CH2:29][CH2:28][CH:27]=[C:26]([CH3:40])[CH2:25][CH2:24][CH:23]=[C:22]([CH3:41])[CH2:21][CH2:20][CH:19]=[C:18]([CH3:42])[CH2:17][CH2:16][CH:15]=[C:14]([CH3:43])[CH2:13][CH2:12][CH:11]=[C:10]([CH3:44])[CH2:9][CH2:8][CH:7]=[C:6]([CH3:45])[CH2:5][CH2:4][CH:3]=[C:2]([CH3:46])[CH2:1][CH2:24][CH2:23][CH2:22][CH2:21][CH2:20][CH2:19][CH2:18][CH2:17][CH2:16][CH2:15][CH2:14][CH2:13][CH2:12][CH2:11][CH2:10][CH2:9][CH2:8][CH2:7][CH2:6][CH2:5][CH2:4][CH2:3][CH2:2][CH3:1])=[O:54])[CH2:52][CH2:51][CH2:50][CH2:49][CH2:48]1. Starting materials: N1=CC(=CC=C1)C1(CCCCC1)CNC(=O)C1=C(N=C(S1)NC(=O)OC(C)(C)C)C (2-tert-butoxycarbonylamino-4-methyl-thiazole-5-carboxylic acid (1-pyridin-3-yl-cyclohexylmethyl)-amide), C(=O)(C(F)(F)F)O (TFA). The solvent is C(Cl)Cl (methylene chloride). Reaction conditions: time 2 hour. Yields the product N1=CC(=CC=C1)C1(CCCCC1)CNC(=O)C1=C(N=C(S1)N)C(F)(F)F (2-Amino-4-trifluoromethyl-thiazole-5-carboxylic acid (1-pyridin-3-yl-cyclohexylmethyl)-amide). Reaction SMILES: [N:1]1[CH:6]=[CH:5][CH:4]=[C:3]([C:7]2([CH2:13][NH:14][C:15]([C:17]3[S:21][C:20]([NH:22]C(OC(C)(C)C)=O)=[N:19]C=3C)=[O:16])[CH2:12][CH2:11][CH2:10][CH2:9][CH2:8]2)[CH:2]=1.[C:31](O)([C:33]([F:36])([F:35])[F:34])=O>C(Cl)Cl>[N:1]1[CH:6]=[CH:5][CH:4]=[C:3]([C:7]2([CH2:13][NH:14][C:15]([C:17]3[S:21][C:20]([NH2:22])=[N:19][C:31]=3[C:33]([F:36])([F:35])[F:34])=[O:16])[CH2:8][CH2:9][CH2:10][CH2:11][CH2:12]2)[CH:2]=1. Procedure details: A mixture of 2-tert-butoxycarbonylamino-4-methyl-thiazole-5-carboxylic acid (1-pyridin-3-yl-cyclohexylmethyl)-amide (2.45 g) and TFA (10 mL) in methylene chloride (10 mL) is stirred at RT for 2 h and concentrated in vacuo. Water is added to the residue and the mixture is basified with Na2CO3 solution and extracted with EtOAc. The extract is washed with brine, dried and concentrated in vacuo to afford the title compound. Reactants: FC1=CC=C(C=C1)C1=C(N=C(S1)CO)C(=O)O (5-(4-fluoro-phenyl)-2-hydroxymethyl-thiazole-4-carboxylic acid), FC1=C(C=CC=2NC(=NC21)CC2NCCCC2)F ((RS)-4,5-difluoro-2-piperidin-2-ylmethyl-1H-benzoimidazole), CCN=C=NCCCN(C)C.Cl (EDC.HCl), ON1N=NC2=C1C=CC=C2 (1-hydroxybenzotriazole). Run in CO.ClCCl (methanol dichloromethane), CN(C)C=O (DMF), C(C)OCC (diethyl ether). Reaction conditions: time 16 hour. The product is FC1=C(C=CC=2NC(=NC21)CC2N(CCCC2)C(=O)C=2N=C(SC2C2=CC=C(C=C2)F)CO)F ((RS)-1-[2-(4,5-Difluoro-1H-benzoimidazol-2-ylmethyl)-piperidin-1-yl]-1-[5-(4-fluoro-phenyl)-2-hydroxymethyl-thiazol-4-yl]-methanone). The yield is 33.0%. Reaction SMILES: [F:1][C:2]1[CH:7]=[CH:6][C:5]([C:8]2[S:12][C:11]([CH2:13][OH:14])=[N:10][C:9]=2[C:15]([OH:17])=O)=[CH:4][CH:3]=1.[F:18][C:19]1[C:27]2[N:26]=[C:25]([CH2:28][CH:29]3[CH2:34][CH2:33][CH2:32][CH2:31][NH:30]3)[NH:24][C:23]=2[CH:22]=[CH:21][C:20]=1[F:35].CCN=C=NCCCN(C)C.Cl.ON1C2C=CC=CC=2N=N1>CN(C=O)C.C(OCC)C.CO.ClCCl>[F:18][C:19]1[C:27]2[N:26]=[C:25]([CH2:28][CH:29]3[CH2:34][CH2:33][CH2:32][CH2:31][N:30]3[C:15]([C:9]3[N:10]=[C:11]([CH2:13][OH:14])[S:12][C:8]=3[C:5]3[CH:4]=[CH:3][C:2]([F:1])=[CH:7][CH:6]=3)=[O:17])[NH:24][C:23]=2[CH:22]=[CH:21][C:20]=1[F:35] |f:2.3,7.8|. Reported procedure: A stirring solution of 5-(4-fluoro-phenyl)-2-hydroxymethyl-thiazole-4-carboxylic acid (320 mg, 1.0 mmol, 80% pure) and (RS)-4,5-difluoro-2-piperidin-2-ylmethyl-1H-benzoimidazole, D21 (250 mg, 1.0 mmol) in DMF (10 ml) was treated with EDC.HCl (194 mg, 1.0 mmol) and 1-hydroxybenzotriazole (50 mg, 0.4 mmol). The reaction mixture was stirred at room temperature, under argon for 16 h. The resulting solution was diluted with diethyl ether then washed with saturated aqueous NaHCO3, water (3×) and brine... Starting materials: COC(=O)CP(=O)(OC)OC (trimethyl phosphonoacetate), [OH-].[Na+] (sodium hydroxide), [I-].N1C=C(C2=CC=CC=C12)C[N+](C)(C)C ((3-indolylmethyl)trimethylammonium iodide). Run in O (water), CN(C)C=O (DMF). Reaction conditions: temperature 0 celsius, time 30 minute. Product: N1C=C(C2=CC=CC=C12)CC(C(=O)OC)P(=O)(OC)OC (methyl 3-(3-indolyl)-2-(dimethylphosphono)propionate). Reaction SMILES: [OH-].[Na+].[CH3:3][O:4][C:5]([CH2:7][P:8]([O:12][CH3:13])([O:10][CH3:11])=[O:9])=[O:6].[I-].[NH:15]1[C:23]2[C:18](=[CH:19][CH:20]=[CH:21][CH:22]=2)[C:17]([CH2:24][N+](C)(C)C)=[CH:16]1>CN(C=O)C.O>[NH:15]1[C:23]2[C:18](=[CH:19][CH:20]=[CH:21][CH:22]=2)[C:17]([CH2:24][CH:7]([P:8]([O:12][CH3:13])([O:10][CH3:11])=[O:9])[C:5]([O:4][CH3:3])=[O:6])=[CH:16]1 |f:0.1,3.4|. Procedure details: To a stirred solution of indole (5.6 g, 47.8 mmol) in acetonitrile (130 ml) is added Eschenmoser's salt (10 g, 54 mmol) under nitrogen atmosphere and the mixture is stirred for 30 min. The mixture is concentrated in vacuo and the residue is diluted with 1M sodium hydroxide solution and extracted with methylene chloride. The organic layer is dried over sodium carbonate and concentrated in vacuo to give 3-(dimethylaminomethyl)indole as a brown oil. To a solution of 3-(dimethylaminomethyl)indole in... RXN SMILES: C(O[C:4]1[C:5](=[O:17])[C:6](=[O:16])[C:7]=1[NH:8][C:9]1[CH:14]=[CH:13][CH:12]=[CH:11][C:10]=1[OH:15])C.[CH3:18][C:19]1[C:25]([CH3:26])=[CH:24][CH:23]=[CH:22][C:20]=1[NH2:21]>CS(C)=O>[CH3:18][C:19]1[C:25]([CH3:26])=[CH:24][CH:23]=[CH:22][C:20]=1[NH:21][C:4]1[C:5](=[O:17])[C:6](=[O:16])[C:7]=1[NH:8][C:9]1[CH:14]=[CH:13][CH:12]=[CH:11][C:10]=1[OH:15]. Starting materials: C(C)OC=1C(C(C1NC1=C(C=CC=C1)O)=O)=O (3-ethoxy-4-(2-hydroxyanilino)-cyclobut-3-ene-1,2-dione), CC1=C(N)C=CC=C1C (2,3-dimethylaniline). Reaction conditions: temperature 110 celsius, time 8 hour. The product is CC1=C(NC=2C(C(C2NC2=C(C=CC=C2)O)=O)=O)C=CC=C1C (3-(2,3-dimethylanilino)-4-(2-hydroxyanilino)-cyclobut-3-ene-1,2-dione). The solvent is CS(=O)C (DMSO). Procedure: To a solution of 3-ethoxy-4-(2-hydroxyanilino)-cyclobut-3-ene-1,2-dione (50 mg, 0.21 mmol) in DMSO (1.5 mL) was added 2,3-dimethylaniline (0.026 mL, 0.21 mmol) and reaction was stirred at 110° C. overnight. Reaction was purified on HPLC (acetonitrile:water) and product was concentrated down. Solid was dried in vacuo. LC-MS (m/z) 309 (M+). Starting materials: ClC1=CC=2N=CN(C(C2C(=N1)NCCOC)=O)C (7-chloro-5-(2-methoxyethylamino)-3-methylpyrido[4,3-d]pyrimidin-4(3H)-one), CC1(OB(OC1(C)C)C=1C=CC2=C(N=CO2)C1)C (5-(4,4,5,5-tetramethyl-1,3,2-dioxaborolan-2-yl)benzo[d]oxazole), C(=O)([O-])[O-].[Na+].[Na+] (Na2CO3). Reagents/catalysts: C=1C=CC(=CC1)[P](C=2C=CC=CC2)(C=3C=CC=CC3)[Pd]([P](C=4C=CC=CC4)(C=5C=CC=CC5)C=6C=CC=CC6)([P](C=7C=CC=CC7)(C=8C=CC=CC8)C=9C=CC=CC9)[P](C=1C=CC=CC1)(C=1C=CC=CC1)C=1C=CC=CC1 (Pd(PPh3)4). Run in O1CCOCC1 (1,4-dioxane). Reaction conditions: temperature 140 celsius. Product: O1C=NC2=C1C=CC(=C2)C2=CC=1N=CN(C(C1C(=N2)NCCOC)=O)C (7-(benzo[d]oxazol-5-yl)-5-(2-methoxyethylamino)-3-methylpyrido[4,3-d]pyrimidin-4(3H)-one). Reaction SMILES: Cl[C:2]1[N:11]=[C:10]([NH:12][CH2:13][CH2:14][O:15][CH3:16])[C:9]2[C:8](=[O:17])[N:7]([CH3:18])[CH:6]=[N:5][C:4]=2[CH:3]=1.CC1(C)C(C)(C)OB([C:27]2[CH:28]=[CH:29][C:30]3[O:34][CH:33]=[N:32][C:31]=3[CH:35]=2)O1.C([O-])([O-])=O.[Na+].[Na+]>O1CCOCC1.C1C=CC([P]([Pd]([P](C2C=CC=CC=2)(C2C=CC=CC=2)C2C=CC=CC=2)([P](C2C=CC=CC=2)(C2C=CC=CC=2)C2C=CC=CC=2)[P](C2C=CC=CC=2)(C2C=CC=CC=2)C2C=CC=CC=2)(C2C=CC=CC=2)C2C=CC=CC=2)=CC=1>[O:34]1[C:30]2[CH:29]=[CH:28][C:27]([C:2]3[N:11]=[C:10]([NH:12][CH2:13][CH2:14][O:15][CH3:16])[C:9]4[C:8](=[O:17])[N:7]([CH3:18])[CH:6]=[N:5][C:4]=4[CH:3]=3)=[CH:35][C:31]=2[N:32]=[CH:33]1 |f:2.3.4,^1:52,54,73,92|. Procedure details: To a solution of 7-chloro-5-(2-methoxyethylamino)-3-methylpyrido[4,3-d]pyrimidin-4(3H)-one (15.0 mg, 0.0559 mmol) in 1,4-dioxane (0.5 mL) were added 5-(4,4,5,5-tetramethyl-1,3,2-dioxaborolan-2-yl)benzo[d]oxazole (15.0 mg, 0.0612 mmol), 2M aqueous Na2CO3 solution (83.7 μL, 0.167 mmol), and a catalytic amount of Pd(PPh3)4. The reaction mixture was purged with N2 and heated at 140° C. by a microwave reactor for 15 minutes. The mixture was then cooled, quenched with H2O (5 mL) and extracted with eth... Reactants: F[C@@H]1C[C@H](N(C1)C1(C(NC2=CC=C(C=C12)OC(F)(F)F)=O)C1=C(C=CC=C1)OC)C(=O)N(C)C ((4R)-4-fluoro-1-[3-(2-methoxyphenyl)-2-oxo-5-(trifluoromethoxy)-2,3-dihydro-1H-indol-3-yl]-N,N-dimethyl-L-prolinamide), COC1=CC(=C(C=C1)S(=O)(=O)Cl)OC(F)(F)F (4-methoxy-2-(trifluoromethoxy)benzene sulfonyl chloride). Reaction SMILES: [F:1][C@H:2]1[CH2:6][N:5]([C:7]2([C:22]3[CH:27]=[CH:26][CH:25]=[CH:24][C:23]=3[O:28][CH3:29])[C:15]3[C:10](=[CH:11][CH:12]=[C:13]([O:16][C:17]([F:20])([F:19])[F:18])[CH:14]=3)[NH:9][C:8]2=[O:21])[C@H:4]([C:30]([N:32]([CH3:34])[CH3:33])=[O:31])[CH2:3]1.[CH3:35][O:36][C:37]1[CH:42]=[CH:41][C:40]([S:43](Cl)(=[O:45])=[O:44])=[C:39]([O:47][C:48]([F:51])([F:50])[F:49])[CH:38]=1>>[F:1][C@H:2]1[CH2:6][N:5]([C:7]2([C:22]3[CH:27]=[CH:26][CH:25]=[CH:24][C:23]=3[O:28][CH3:29])[C:15]3[C:10](=[CH:11][CH:12]=[C:13]([O:16][C:17]([F:20])([F:19])[F:18])[CH:14]=3)[N:9]([S:43]([C:40]3[CH:41]=[CH:42][C:37]([O:36][CH3:35])=[CH:38][C:39]=3[O:47][C:48]([F:49])([F:50])[F:51])(=[O:45])=[O:44])[C:8]2=[O:21])[C@H:4]([C:30]([N:32]([CH3:33])[CH3:34])=[O:31])[CH2:3]1. Yield: 51.7%. Procedure: With 200 mg of the compound obtained in Step 20-1 (Isomer B) and 133 mg of 4-methoxy-2-(trifluoromethoxy)benzene sulfonyl chloride as starting material, 158 mg of the title compound (colorless amorphous) was obtained by a similar method to Example 2. Yields the product F[C@@H]1C[C@H](N(C1)C1(C(N(C2=CC=C(C=C12)OC(F)(F)F)S(=O)(=O)C1=C(C=C(C=C1)OC)OC(F)(F)F)=O)C1=C(C=CC=C1)OC)C(=O)N(C)C ((4R)-4-fluoro-1-[3-(2-methoxyphenyl)-1-{[4-methoxy-2-(trifluoromethoxy)phenyl]sulfonyl}-2-oxo-5-(trifluoromethoxy)-2,3-dihydro-1H-indol-3-yl]-N,N-dimethyl-L-prolinamide).